From a dataset of the Open Reaction Database (ORD), a public repository of structured organic reaction records. describe an organic reaction: reactants, conditions, products, and yield Reactants: CN(C)C=O, CC(CCCCOS(C)(=O)=O)=C(F)F, Nc1ccc(C(=O)O)cn1, [Na+], O, O=C([O-])O. The product is CC(CCCCOC(=O)c1ccc(N)nc1)=C(F)F. As a reaction SMILES: [CH3:1][N:2]([CH3:3])[CH:4]=[O:5].[CH3:6][S:7](=[O:8])(=[O:9])[O:10][CH2:11][CH2:12][CH2:13][CH2:14][C:15](=[C:16]([F:17])[F:18])[CH3:19].[NH2:20][c:21]1[n:22][cH:23][c:24]([C:25](=[O:26])[OH:27])[cH:28][cH:29]1.[Na+:30].[OH2:35].[OH:31][C:32](=[O:33])[O-:34]>>[O:10]([CH2:11][CH2:12][CH2:13][CH2:14][C:15](=[C:16]([F:17])[F:18])[CH3:19])[C:25]([c:24]1[cH:23][n:22][c:21]([NH2:20])[cH:29][cH:28]1)=[O:26]. The reactants are C1(=CC=CC=C1)[Li] (phenyllithium), C1=CC=C(C=C1)C2=C3C=CC4=C(C=CN=C4C3=NC=C2)C5=CC=CC=C5 (bathophenanthroline), O (water). Run in C1(=CC=CC=C1)C (toluene), C1CCOC1 (THF). Run at temperature 0 celsius, time 8 hour. Yields the product C1(=CC=CC=C1)C1=NC2=C3N=C(C=C(C3=CC=C2C(=C1)C1=CC=CC=C1)C1=CC=CC=C1)C1=CC=CC=C1 (2,4,7,9-tetraphenyl-1,10-phenanthroline). Isolated yield 89.4%. As a reaction SMILES: [C:1]1([Li])[CH:6]=[CH:5][CH:4]=[CH:3][CH:2]=1.[CH:8]1[CH:13]=[CH:12][C:11]([C:14]2[CH:27]=[CH:26][N:25]=[C:24]3[C:15]=2[CH:16]=[CH:17][C:18]2[C:23]3=[N:22][CH:21]=[CH:20][C:19]=2[C:28]2[CH:33]=[CH:32][CH:31]=[CH:30][CH:29]=2)=[CH:10][CH:9]=1.O>C1(C)C=CC=CC=1.C1COCC1>[C:1]1([C:21]2[CH:20]=[C:19]([C:28]3[CH:33]=[CH:32][CH:31]=[CH:30][CH:29]=3)[C:18]3[C:23](=[C:24]4[C:15](=[CH:16][CH:17]=3)[C:14]([C:11]3[CH:10]=[CH:9][CH:8]=[CH:13][CH:12]=3)=[CH:27][C:26]([C:1]3[CH:6]=[CH:5][CH:4]=[CH:3][CH:2]=3)=[N:25]4)[N:22]=2)[CH:6]=[CH:5][CH:4]=[CH:3][CH:2]=1. Reported procedure: Under a nitrogen atmosphere, 15 ml of a 1.6 mol/l phenyllithium solution (24 mmole) was added to a stirred suspension of 2.0 g of bathophenanthroline (6 mmole) in a mixture of 60 ml of toluene and 20 ml of THF, and the resulting mixture was cooled to 0° C. The resulting deep-red solution was stirred overnight at room temperature, and 10 ml of water was then added. The organic layer was separated, and the aqueous layer was extracted with 40 ml of dicholormethane three times. The combined extracts... The reactants are IC1=CNC2=C1C=NC=C2 (3-iodo-1H-pyrrolo[3,2-c]pyridine), C([O-])([O-])=O.[Cs+].[Cs+] (cesium carbonate), O1CC(C1)OS(=O)(=O)C(F)(F)F (trifluoromethanesulfonic acid oxetan-3-yl ester). Solvent: CN(C)C=O (DMF), CN(C)C=O (DMF). Run at time 20 minute. Yields the product IC1=CN(C2=C1C=NC=C2)C2COC2 (3-iodo-1-(oxetan-3-yl)-1H-pyrrolo[3,2-c]pyridine). RXN SMILES: [I:1][C:2]1[C:6]2[CH:7]=[N:8][CH:9]=[CH:10][C:5]=2[NH:4][CH:3]=1.C(=O)([O-])[O-].[Cs+].[Cs+].[O:17]1[CH2:20][CH:19](OS(C(F)(F)F)(=O)=O)[CH2:18]1>CN(C=O)C>[I:1][C:2]1[C:6]2[CH:7]=[N:8][CH:9]=[CH:10][C:5]=2[N:4]([CH:19]2[CH2:20][O:17][CH2:18]2)[CH:3]=1 |f:1.2.3|. Procedure: To a solution of 3-iodo-1H-pyrrolo[3,2-c]pyridine (Preparation 47, 2 g, 8.2 mmol) in DMF (150 mL) was added cesium carbonate (24 g, 73.8 mmol) and the mixture stirred for 20 minutes at room temperature. A solution of trifluoromethanesulfonic acid oxetan-3-yl ester (Preparation 54, 8.45 g, 41 mmol) in DMF (15 mL) was added and the reaction stirred at room temperature for 16 hours. The reaction was filtered, and the filtrate concentrated in vacuo. The residue was purified using silica gel column c... Starting materials: C1CCOC1, CS(C)=O, C[S+](C)C, CC(=O)c1ccc(Cl)c(F)c1, [H-], [I-], [Na+], O. Product: CC1(c2ccc(Cl)c(F)c2)CO1. RXN SMILES: [CH2:23]1[O:24][CH2:25][CH2:26][CH2:27]1.[CH3:1][S:2]([CH3:3])=[O:4].[CH3:8][S+:9]([CH3:10])[CH3:11].[Cl:12][c:13]1[c:14]([F:22])[cH:15][c:16]([C:19]([CH3:20])=[O:21])[cH:17][cH:18]1.[H-:6].[I-:7].[Na+:5].[OH2:28]>>[CH3:8][C:19]1([c:16]2[cH:15][c:14]([F:22])[c:13]([Cl:12])[cH:18][cH:17]2)[CH2:20][O:21]1.